describe an organic reaction: reactants, conditions, products, and yield From a dataset of the Open Reaction Database (ORD), a public repository of structured organic reaction records. Starting materials: OO (hydrogen peroxide), Cl.S1CCN(CC1)C1=NC(=CC2=C(C=CC=C12)C)N1CCNCC1 (1-thiomorpholino-3-piperazino-5-methyl-isoquinoline hydrochloride), [OH-].[Na+] (sodium hydroxide). Run in S(O)(O)(=O)=O (sulfuric acid). Conditions: time 2 hour. Product: O=S1CCN(CC1)C1=NC(=CC2=C(C=CC=C12)C)N1CCNCC1 (1-(1-Oxido-thiomorpholino)-3-piperazino-5-methyl-isoquinoline). RXN SMILES: [OH:1]O.Cl.[S:4]1[CH2:9][CH2:8][N:7]([C:10]2[C:19]3[C:14](=[C:15]([CH3:20])[CH:16]=[CH:17][CH:18]=3)[CH:13]=[C:12]([N:21]3[CH2:26][CH2:25][NH:24][CH2:23][CH2:22]3)[N:11]=2)[CH2:6][CH2:5]1.[OH-].[Na+]>S(=O)(=O)(O)O>[O:1]=[S:4]1[CH2:9][CH2:8][N:7]([C:10]2[C:19]3[C:14](=[C:15]([CH3:20])[CH:16]=[CH:17][CH:18]=3)[CH:13]=[C:12]([N:21]3[CH2:26][CH2:25][NH:24][CH2:23][CH2:22]3)[N:11]=2)[CH2:6][CH2:5]1 |f:1.2,3.4|. Procedure: 8.4 gm (0.086 mol) of 34.8% hydrogen peroxide were added dropwise to a suspension of 28.5 gm (0.078 mol) of 1-thiomorpholino-3-piperazino-5-methyl-isoquinoline hydrochloride in 160 ml of 2 N sulfuric acid at 0°C, and the mixture was stirred for 2 hours at 15°-20°C. The mixture was then made alkaline with concentrated sodium hydroxide and exhaustively extracted with a mixture of chloroform and ethanol (3:1). The organic phase was isolated, washed with water and sodium chloride solution, dried and... The reactants are CC1=C(C=C(C=C1)C=1N=C2N(N=C(C=C2)NCC2=CC(=C(C(=C2)OC)OC)OC)C1)NC(C(C)(C)C)=O (N-(2-methyl-5-(6-(3,4,5-trimethoxybenzylamino)imidazo[1,2-b]pyridazin-2-yl)phenyl)pivalamide), C(=O)(C(F)(F)F)O (TFA). Reaction conditions: temperature 50 celsius, time 16 hour. The product is NC1=NN2C(C=C1)=NC(=C2)C=2C=CC(=C(C2)NC(C(C)(C)C)=O)C (N-[5-(6-aminoimidazo[2,1-f]pyridazin-2-yl)-2-methyl-phenyl]-2,2-dimethyl-propanamide). Isolated yield 90.2%. Reaction SMILES: [CH3:1][C:2]1[CH:7]=[CH:6][C:5]([C:8]2[N:9]=[C:10]3[CH:15]=[CH:14][C:13]([NH:16]CC4C=C(OC)C(OC)=C(OC)C=4)=[N:12][N:11]3[CH:30]=2)=[CH:4][C:3]=1[NH:31][C:32](=[O:37])[C:33]([CH3:36])([CH3:35])[CH3:34].C(O)(C(F)(F)F)=O>>[NH2:16][C:13]1[CH:14]=[CH:15][C:10]2=[N:9][C:8]([C:5]3[CH:6]=[CH:7][C:2]([CH3:1])=[C:3]([NH:31][C:32](=[O:37])[C:33]([CH3:34])([CH3:35])[CH3:36])[CH:4]=3)=[CH:30][N:11]2[N:12]=1. Procedure details: A 40-mL vial is charged with N-(2-methyl-5-(6-(3,4,5-trimethoxybenzylamino)imidazo[1,2-b]pyridazin-2-yl)phenyl)pivalamide (0.604 g, 1.2 mmol) and TFA (5 mL) and the mixture is stirred at 50° C. for 16 hours. The reaction mixture is concentrated, taken up in CH3CN and water is added. The mixture is concentrated to form solid from aqueous solution. The mixture is frozen and water is removed on a lyophilizer to afford the title compound (0.350 g). LCMS (m/z)=324.5 [M+H]+, tR=1.96 min. The reactants are N(=[N+]=[N-])[C@@H](CO[C@@H]1[C@H](OC(C2=CC=CC=C2)=O)[C@@H](OC(C2=CC=CC=C2)=O)[C@@H](OCC(=O)OC(C)(C)C)[C@H](O1)COCC(=O)OC(C)(C)C)[C@@H](\C=C\CCCCCCCCCCCCC)OC(C1=CC=CC=C1)=O ((2S,3R,4E)-2-Azido-3-benzoyloxy-1-(2,3-di-O-benzoyl-4,6-di-O-tert-butyloxycarbonylmethyl-α-D-galactopyranosyloxy)-4-octadecene), Example 1-F. Run in FC(C(=O)O)(F)F (trifluoroacetic acid). Run at temperature 22 celsius, time 5 minute. Yields the product C(C1=CC=CC=C1)(=O)O[C@@H]([C@H](CO[C@@H]1[C@H](OC(C2=CC=CC=C2)=O)[C@@H](OC(C2=CC=CC=C2)=O)[C@@H](OCC(=O)O)[C@H](O1)COCC(=O)O)N=[N+]=[N-])\C=C\CCCCCCCCCCCCC ((2S,3R,4E)-3-Benzoyloxy-2-azido-1(2,3-di-O-benzoyl-4,6-di-O-carboxymethyl-α-D-galactopyranosyloxy)-4-octadecene). Yield: 59.0%. Reaction SMILES: [N:1]([C@H:4]([C@H:50]([O:66][C:67](=[O:74])[C:68]1[CH:73]=[CH:72][CH:71]=[CH:70][CH:69]=1)/[CH:51]=[CH:52]/[CH2:53][CH2:54][CH2:55][CH2:56][CH2:57][CH2:58][CH2:59][CH2:60][CH2:61][CH2:62][CH2:63][CH2:64][CH3:65])[CH2:5][O:6][C@H:7]1[O:39][C@H:38]([CH2:40][O:41][CH2:42][C:43]([O:45]C(C)(C)C)=[O:44])[C@H:28]([O:29][CH2:30][C:31]([O:33]C(C)(C)C)=[O:32])[C@H:18]([O:19][C:20](=[O:27])[C:21]2[CH:26]=[CH:25][CH:24]=[CH:23][CH:22]=2)[C@H:8]1[O:9][C:10](=[O:17])[C:11]1[CH:16]=[CH:15][CH:14]=[CH:13][CH:12]=1)=[N+:2]=[N-:3]>FC(F)(F)C(O)=O>[C:67]([O:66][C@H:50](/[CH:51]=[CH:52]/[CH2:53][CH2:54][CH2:55][CH2:56][CH2:57][CH2:58][CH2:59][CH2:60][CH2:61][CH2:62][CH2:63][CH2:64][CH3:65])[C@@H:4]([N:1]=[N+:2]=[N-:3])[CH2:5][O:6][C@H:7]1[O:39][C@H:38]([CH2:40][O:41][CH2:42][C:43]([OH:45])=[O:44])[C@H:28]([O:29][CH2:30][C:31]([OH:33])=[O:32])[C@H:18]([O:19][C:20](=[O:27])[C:21]2[CH:26]=[CH:25][CH:24]=[CH:23][CH:22]=2)[C@H:8]1[O:9][C:10](=[O:17])[C:11]1[CH:12]=[CH:13][CH:14]=[CH:15][CH:16]=1)(=[O:74])[C:68]1[CH:69]=[CH:70][CH:71]=[CH:72][CH:73]=1. Reported procedure: A solution of (2S,3R,4E)-2-Azido-3-benzoyloxy-1-(2,3-di-O-benzoyl-4,6-di-O-tert-butyloxycarbonylmethyl-α-D-galactopyranosyloxy)-4-octadecene described in Example 1-F (0.145 g, 0.14 mmol) in aqueous trifluoroacetic acid (90%, 3 mL) was stirred at 22° C. during 5 minutes. The solvents were evaporated under vacuum and the residue was co-evaporated with toluene (3×5 mL) and then dissolved in a mixture of dioxane/water (1:1, 10 mL). This mixture was stirred at 22° C. for 30 minutes. The solvents were... Reactants: BrC1=C(C(=C(S1)C(OCC)=N)C1=C(C=C(C=C1)Cl)Cl)C#N (ethyl 5-bromo-4-cyano-3-(2,4-dichlorophenyl)thiophene-2-carboximidoate), Cl.Cl.NC(C(=O)OC)CN (methyl 2,3-diaminopropanoate dihydrochloride). The solvent is C(C)O (ethanol). Run at temperature 80 celsius, time 4 hour. Product: BrC1=C(C(=C(S1)C=1NC(CN1)C(=O)OC)C1=C(C=C(C=C1)Cl)Cl)C#N (Methyl 2-[5-bromo-4-cyano-3-(2,4-dichlorophenyl)-2-thienyl]-4,5-dihydro-1H-imidazole-5-carboxylate). Isolated yield 35.6%. RXN SMILES: [Br:1][C:2]1[S:6][C:5]([C:7](=[NH:11])OCC)=[C:4]([C:12]2[CH:17]=[CH:16][C:15]([Cl:18])=[CH:14][C:13]=2[Cl:19])[C:3]=1[C:20]#[N:21].Cl.Cl.N[CH:25]([CH2:30][NH2:31])[C:26]([O:28][CH3:29])=[O:27]>C(O)C>[Br:1][C:2]1[S:6][C:5]([C:7]2[NH:11][CH:25]([C:26]([O:28][CH3:29])=[O:27])[CH2:30][N:31]=2)=[C:4]([C:12]2[CH:17]=[CH:16][C:15]([Cl:18])=[CH:14][C:13]=2[Cl:19])[C:3]=1[C:20]#[N:21] |f:1.2.3|. Reported procedure: To a solution of ethyl 5-bromo-4-cyano-3-(2,4-dichlorophenyl)thiophene-2-carboximidoate (0.548 g, 1.36 mmol) in ethanol (26 mL) was added methyl 2,3-diaminopropanoate dihydrochloride (0.313 g, 1.64 mmol). The solution was stirred at 80° C. for 4 hours. The solvent was evaporated, and column chromatography was performed to yield the title compound (0.222 g, 36%). LCMS: (FA) ES+ 460. 1H NMR (400 MHz, d4-methanol) 7.70 (s, 1H), 7.55-7.43 (m, 2H), 3.76-3.66 (m, 4H), 1.36-1.26 (m, 3H). Reactants: CN1CCCC1=O, CO, Nc1ncccc1-c1nc2cccc(F)c2o1, [H-], [Na+]. The product is COc1cccc2nc(-c3cccnc3N)oc12. Reaction SMILES: [CH3:22][N:23]1[CH2:24][CH2:25][CH2:26][C:27]1=[O:28].[CH3:3][OH:4].[F:5][c:6]1[cH:7][cH:8][cH:9][c:10]2[n:11][c:12](-[c:15]3[c:16]([NH2:21])[n:17][cH:18][cH:19][cH:20]3)[o:13][c:14]12.[H-:1].[Na+:2]>>[CH3:3][O:4][c:6]1[cH:7][cH:8][cH:9][c:10]2[n:11][c:12](-[c:15]3[c:16]([NH2:21])[n:17][cH:18][cH:19][cH:20]3)[o:13][c:14]12. Yields the product Nc1cc(Cl)c(N)c(C(F)(F)F)c1. Reaction SMILES: [CH3:1][C:2](=[O:3])[OH:4].[Cl:5][c:6]1[c:7]([NH2:19])[c:8]([C:15]([F:16])([F:17])[F:18])[cH:9][c:10]([N+:12]([O-:13])=[O:14])[cH:11]1.[O:20]1[CH2:21][CH2:22][CH2:23][CH2:24]1.[Zn:25]>>[Cl:5][c:6]1[c:7]([NH2:19])[c:8]([C:15]([F:16])([F:17])[F:18])[cH:9][c:10]([NH2:12])[cH:11]1. Starting materials: CC(=O)O, Nc1c(Cl)cc([N+](=O)[O-])cc1C(F)(F)F, C1CCOC1, [Zn].